This data is from the Open Reaction Database (ORD), a public repository of structured organic reaction records. The task is: describe an organic reaction: reactants, conditions, products, and yield Starting materials: O=C(CCCCl)c1ccncc1, [K+], [K+], O=C([O-])[O-], c1cc2c3c(c1)C1CNCCC1N3CCC2. The product is O=C(CCCN1CCC2C(C1)c1cccc3c1N2CCC3)c1ccncc1. Reaction SMILES: [Cl:17][CH2:18][CH2:19][CH2:20][C:21](=[O:22])[c:23]1[cH:24][cH:25][n:26][cH:27][cH:28]1.[K+:29].[K+:30].[O-:31][C:32]([O-:33])=[O:34].[cH:1]1[cH:2][cH:3][c:4]2[c:9]3[c:10]1[CH:11]1[CH:12]([N:8]3[CH2:7][CH2:6][CH2:5]2)[CH2:13][CH2:14][NH:15][CH2:16]1>>[cH:1]1[cH:2][cH:3][c:4]2[c:9]3[c:10]1[CH:11]1[CH:12]([N:8]3[CH2:7][CH2:6][CH2:5]2)[CH2:13][CH2:14][N:15]([CH2:18][CH2:19][CH2:20][C:21](=[O:22])[c:23]2[cH:24][cH:25][n:26][cH:27][cH:28]2)[CH2:16]1. Starting materials: ClCCl, O=Cc1cccc([N+](=O)[O-])c1, CCOC(=O)C=[N+]=[N-], Cl[Sn]Cl. The product is CCOC(=O)CC(=O)c1cccc([N+](=O)[O-])c1. As a reaction SMILES: [CH2:23]([Cl:24])[Cl:25].[N+:12](=[O:13])([O-:14])[c:15]1[cH:16][c:17]([CH:18]=[O:19])[cH:20][cH:21][cH:22]1.[N+:4](=[N-:5])=[CH:6][C:7](=[O:8])[O:9][CH2:10][CH3:11].[Sn:1]([Cl:2])[Cl:3]>>[CH2:6]([C:7](=[O:8])[O:9][CH2:10][CH3:11])[C:18]([c:17]1[cH:16][c:15]([N+:12](=[O:13])[O-:14])[cH:22][cH:21][cH:20]1)=[O:19]. The reactants are [Br-].C(C)(=O)C=1C=[N+](C=CC1CC1C(C2=CC=C(C=C2CC1)OC)=O)CC1=C(C=CC=C1)[N+](=O)[O-] (2-[[3-acetyl-1-[(2-nitrophenyl)methyl]pyridin-1-ium-4-yl]methyl]-6-methoxy-tetralin-1-one bromide), C1C=CN(C=C1C(=O)N)CC2=CC=CC=C2 (BNAH). The product is C(C)(=O)C1=CN(C=CC1CC1C(C2=CC=C(C=C2CC1)OC)=O)CC1=C(C=CC=C1)[N+](=O)[O-] (2-[[3-actyl-1-[(2-nitrophenyl)methyl]-4H-pyridin-4-yl]methyl]-6-methoxy-tetralin-1-one). RXN SMILES: [Br-].[C:2]([C:5]1[CH:6]=[N+:7]([CH2:25][C:26]2[CH:31]=[CH:30][CH:29]=[CH:28][C:27]=2[N+:32]([O-:34])=[O:33])[CH:8]=[CH:9][C:10]=1[CH2:11][CH:12]1[CH2:21][CH2:20][C:19]2[C:14](=[CH:15][CH:16]=[C:17]([O:22][CH3:23])[CH:18]=2)[C:13]1=[O:24])(=[O:4])[CH3:3].C1C(C(N)=O)=CN(CC2C=CC=CC=2)C=C1>>[C:2]([C:5]1[CH:10]([CH2:11][CH:12]2[CH2:21][CH2:20][C:19]3[C:14](=[CH:15][CH:16]=[C:17]([O:22][CH3:23])[CH:18]=3)[C:13]2=[O:24])[CH:9]=[CH:8][N:7]([CH2:25][C:26]2[CH:31]=[CH:30][CH:29]=[CH:28][C:27]=2[N+:32]([O-:34])=[O:33])[CH:6]=1)(=[O:4])[CH3:3] |f:0.1|. Procedure details: The title compound 158 is prepared according to the procedure reported in Example 39.1 with compound 125 (80 mg, 0.16 mmol) and BNAH (34 mg, 1 equiv) as reactants. Yellow solid. (Yield 28 mg, 40%).